Dataset: the Open Reaction Database (ORD), a public repository of structured organic reaction records. Task: describe an organic reaction: reactants, conditions, products, and yield The reactants are O (water), C(C)(C)N(C(C)C)CC (N,N-Diisopropylethylamine), ClC1=CC=C(CNC(=O)C=2C(C3=C(N(C2)C)OC(=C3)CCl)=O)C=C1 (N-(4-chlorobenzyl)-2-(chloromethyl)-7-methyl-4-oxo-4,7-dihydrofuro[2,3-b]pyridine-5-carboxamide), CNCC(C=1C=CC(=CC1)O)O (synephrine). The solvent is CN(C)C=O (DMF). Reaction conditions: temperature 90 celsius. Yields the product ClC1=CC=C(CNC(=O)C=2C(C3=C(N(C2)C)OC(=C3)CN(C)CC(C3=CC=C(C=C3)O)O)=O)C=C1 (N-(4-Chlorobenzyl)-2-(((2-hydroxy-2-(4-hydroxyphenyl)-ethyl)(methyl)amino)methyl)-7-methyl-4-oxo-4,7-dihydrofuro[2,3-b]-pyridine-5-carboxamide). The yield is 58.9%. RXN SMILES: C(N(CC)C(C)C)(C)C.[Cl:10][C:11]1[CH:33]=[CH:32][C:14]([CH2:15][NH:16][C:17]([C:19]2[C:20](=[O:31])[C:21]3[CH:28]=[C:27]([CH2:29]Cl)[O:26][C:22]=3[N:23]([CH3:25])[CH:24]=2)=[O:18])=[CH:13][CH:12]=1.[CH3:34][NH:35][CH2:36][CH:37]([OH:45])[C:38]1[CH:39]=[CH:40][C:41]([OH:44])=[CH:42][CH:43]=1.O>CN(C=O)C>[Cl:10][C:11]1[CH:33]=[CH:32][C:14]([CH2:15][NH:16][C:17]([C:19]2[C:20](=[O:31])[C:21]3[CH:28]=[C:27]([CH2:29][N:35]([CH2:36][CH:37]([OH:45])[C:38]4[CH:43]=[CH:42][C:41]([OH:44])=[CH:40][CH:39]=4)[CH3:34])[O:26][C:22]=3[N:23]([CH3:25])[CH:24]=2)=[O:18])=[CH:13][CH:12]=1. Procedure details: N,N-Diisopropylethylamine (0.14 mL) and N-(4-chlorobenzyl)-2-(chloromethyl)-7-methyl-4-oxo-4,7-dihydrofuro[2,3-b]pyridine-5-carboxamide (Example 2, 0.150 g) were added to a solution of synephrine (0.137 g) in DMF (10 mL). The reaction mixture was heated to 90° C. for 1 h. The mixture was allowed to cool to room temperature, poured into water (25 mL), and extracted with CH2Cl2 (4×25 mL). The combined organic layers were dried (MgSO4), filtered, and concentrated in vacuo. The resulting oil was pur... Reactants: C([O-])([O-])=O.[K+].[K+] (potassium carbonate), C(C)N1N=CC=C1O (1-ethyl-5-hydroxypyrazole), C1(CCCCC1)N=C=NC1CCCCC1 (N,N'-dicyclohexylcarbodiimide), C(C)SC1CCS(C2=CC=C(C(=C12)C)C(=O)O)(=O)=O (4-ethylthio-5-methyl-6-carboxythiochroman-1,1-dioxide). Run in C(C)(C)(CC)O (t-amyl alcohol). Conditions: time 3 hour. Product: C(C)SC1CCS(C2=CC=C(C(=C12)C)C(=O)C=1C=NN(C1O)CC)(=O)=O (4-ethylthio-5-methyl-6-(1-ethyl-5-hydroxypyrazol-4-yl)carbonylthiochroman-1,1-dioxide). The yield is 74.6%. Reaction SMILES: [CH2:1]([S:3][CH:4]1[C:13]2[C:8](=[CH:9][CH:10]=[C:11]([C:15]([OH:17])=O)[C:12]=2[CH3:14])[S:7](=[O:19])(=[O:18])[CH2:6][CH2:5]1)[CH3:2].[CH2:20]([N:22]1[C:26]([OH:27])=[CH:25][CH:24]=[N:23]1)[CH3:21].C1(N=C=NC2CCCCC2)CCCCC1.C(=O)([O-])[O-].[K+].[K+]>C(O)(CC)(C)C>[CH2:1]([S:3][CH:4]1[C:13]2[C:8](=[CH:9][CH:10]=[C:11]([C:15]([C:25]3[CH:24]=[N:23][N:22]([CH2:20][CH3:21])[C:26]=3[OH:27])=[O:17])[C:12]=2[CH3:14])[S:7](=[O:19])(=[O:18])[CH2:6][CH2:5]1)[CH3:2] |f:3.4.5|. Procedure: 0.51 Gram (1.7 mmol) of 4-ethylthio-5-methyl-6-carboxythiochroman-1,1-dioxide was dissolved in 5 ml of t-amyl alcohol, and 0.22 g (2.0 mmol, 1.2 eq.) of 1-ethyl-5-hydroxypyrazole and 0.42 g (2.0 mmol, 1.2 eq.) of N,N'-dicyclohexylcarbodiimide were added. The mixture was stirred at room temperature for 3 hours, and then 0.18 g (1.3 mmol) of potassium carbonate was added. The mixture was heated at 80° C. for 8 hours. After the completion of the reaction, the solvent was distilled off. The remainin... Reactants: O1CCCC1 (tetrahydrofuran), [BH4-].[Li+] (lithium borohydride), C(C)(=O)OCC1=CC(=C(C=C1)OCOCCOC)Cl ([3-chloro-4-(2-methoxy-ethoxymethoxy)-phenyl]-methyl acetate), ice. Run at temperature 60 celsius, time 2 hour. The product is ClC=1C=C(C=CC1OCOCCOC)CCO (2-[3-chloro-4-(2-methoxy-ethoxymethoxy)-phenyl]-ethanol). Isolated yield 77.0%. As a reaction SMILES: [BH4-].[Li+].C(O[CH2:7][C:8]1[CH:13]=[CH:12][C:11]([O:14][CH2:15][O:16][CH2:17][CH2:18][O:19][CH3:20])=[C:10]([Cl:21])[CH:9]=1)(=O)C.[O:22]1CCC[CH2:23]1>>[Cl:21][C:10]1[CH:9]=[C:8]([CH2:7][CH2:23][OH:22])[CH:13]=[CH:12][C:11]=1[O:14][CH2:15][O:16][CH2:17][CH2:18][O:19][CH3:20] |f:0.1|. Procedure: 2.4 g (110 mmol) of lithium borohydride is added in portions to a solution of 10.6 g (36.7 mmol) of [3-chloro-4-(2-methoxy-ethoxymethoxy)-phenyl]-methyl acetate diluted in 110 ml of tetrahydrofuran. The reaction mixture is stirred at 60° C. for 2 hours. The reaction mixture is then poured into 500 ml of ice and then extracted with ethyl acetate. The organic phases are combined, washed with saturated aqueous sodium chloride solution, dried over magnesium sulfate, filtered, and evaporated. The sol... The reactants are ClCCl, O=C(O)C(F)(F)F, CC(C)C(NC(=O)OC(C)(C)C)C(=O)Oc1ccc(C2(c3ccccc3)CCCCC2)cc1. Product: CC(C)C(N)C(=O)Oc1ccc(C2(c3ccccc3)CCCCC2)cc1. RXN SMILES: [Cl:41][CH2:42][Cl:43].[F:34][C:35]([F:36])([F:37])[C:38]([OH:39])=[O:40].[c:1]1([C:7]2([c:13]3[cH:14][cH:15][c:16]([O:17][C:18](=[O:19])[CH:20]([CH:21]([CH3:22])[CH3:23])[NH:24][C:25](=[O:26])[O:27][C:28]([CH3:29])([CH3:30])[CH3:31])[cH:32][cH:33]3)[CH2:8][CH2:9][CH2:10][CH2:11][CH2:12]2)[cH:2][cH:3][cH:4][cH:5][cH:6]1>>[c:1]1([C:7]2([c:13]3[cH:14][cH:15][c:16]([O:17][C:18](=[O:19])[CH:20]([CH:21]([CH3:22])[CH3:23])[NH2:24])[cH:32][cH:33]3)[CH2:8][CH2:9][CH2:10][CH2:11][CH2:12]2)[cH:2][cH:3][cH:4][cH:5][cH:6]1.